From a dataset of the Open Reaction Database (ORD), a public repository of structured organic reaction records. describe an organic reaction: reactants, conditions, products, and yield Reactants: FC=1C=CC(=C(C(=O)NCC2CCN(CC2)C(C2=CC=CC=C2)C2=CC=CC=C2)C1)[N+](=O)[O-] (5-fluoro-2-nitro-N-[(1-diphenylmethylpiperidin-4-yl)methyl]benzamide), C(C)NCC (diethylamine). The solvent is CN(C)C=O (DMF). Product: C(C)N(C=1C=CC(=C(C(=O)NCC2CCN(CC2)C(C2=CC=CC=C2)C2=CC=CC=C2)C1)[N+](=O)[O-])CC (5-diethylamino-2-nitro-N-[(1-diphenylmethylpiperidin-4-yl)methyl]benzamide). Isolated yield 97.3%. RXN SMILES: F[C:2]1[CH:3]=[CH:4][C:5]([N+:31]([O-:33])=[O:32])=[C:6]([CH:30]=1)[C:7]([NH:9][CH2:10][CH:11]1[CH2:16][CH2:15][N:14]([CH:17]([C:24]2[CH:29]=[CH:28][CH:27]=[CH:26][CH:25]=2)[C:18]2[CH:23]=[CH:22][CH:21]=[CH:20][CH:19]=2)[CH2:13][CH2:12]1)=[O:8].[CH2:34]([NH:36][CH2:37][CH3:38])[CH3:35]>CN(C=O)C>[CH2:34]([N:36]([CH2:37][CH3:38])[C:2]1[CH:3]=[CH:4][C:5]([N+:31]([O-:33])=[O:32])=[C:6]([CH:30]=1)[C:7]([NH:9][CH2:10][CH:11]1[CH2:16][CH2:15][N:14]([CH:17]([C:24]2[CH:29]=[CH:28][CH:27]=[CH:26][CH:25]=2)[C:18]2[CH:23]=[CH:22][CH:21]=[CH:20][CH:19]=2)[CH2:13][CH2:12]1)=[O:8])[CH3:35]. Procedure details: Step 1): To a solution of 5-fluoro-2-nitro-N-[(1-diphenylmethylpiperidin-4-yl)methyl]benzamide (prepared according to Preparation 24) (2.1 g, 4.68 mmol) in DMF (30 ml) was added diethylamine (1.46 ml, 14.06 mmol). The solution was refluxed overnight and evaporated under reduced pressure to give 5-diethylamino-2-nitro-N-[(1-diphenylmethylpiperidin-4-yl)methyl]benzamide (2.28 g, 97.5%): mp 167°-168° C. As a reaction SMILES: [CH3:1][C:2]1[CH:7]=[CH:6][CH:5]=[C:4]([CH3:8])[C:3]=1[NH:9][C:10]([NH2:12])=[S:11].[C:13]([N:17]=[C:18]=[O:19])([CH3:16])([CH3:15])[CH3:14]>C1(C)C(C)=CC=CC=1>[CH3:8][C:4]1[CH:5]=[CH:6][CH:7]=[C:2]([CH3:1])[C:3]=1[NH:9][C:10]([NH:12][C:18](=[O:19])[NH:17][C:13]([CH3:16])([CH3:15])[CH3:14])=[S:11]. Product: CC1=C(C(=CC=C1)C)NC(=S)NC(NC(C)(C)C)=O (1-(2,6-dimethylphenyl)-3-(t-butylcarbamyl)thiourea). Procedure: To a mixture of 8.8 g. (0.05 mole) of 1-(2,6-dimethylphenyl)thiourea and 10 ml. of xylene is added 5 g. of t-butylisocyanate (0.05 mole) and the mixture is refluxed for 2 hours. The reaction product is cooled, triturated with heptane and filtered. Recrystallization from 1:1 isopropanol/water results in 1-(2,6-dimethylphenyl)-3-(t-butylcarbamyl) thiourea. Solvent: C=1(C(=CC=CC1)C)C (xylene). Reactants: CC1=C(C(=CC=C1)C)NC(=S)N (1-(2,6-dimethylphenyl)thiourea), C(C)(C)(C)N=C=O (t-butylisocyanate). The reactants are N12CC3[C@@H](C(CC(C1)C3)C2)N ((4s)-1-azatricyclo[3.3.1.13,7]dec-4-ylamine), OC1=C(C=CC2=CC=CC=C12)C(=O)O (1-hydroxy-2-naphthoic acid), N (NH3). Product: N12CC3[C@@H](C(CC(C1)C3)C2)NC(=O)C2=C(C3=CC=CC=C3C=C2)O (1-Hydroxynaphthalene-2-carboxylic acid(4s)-(1-azatricyclo[3.3.1.13,7]dec-4-yl)-amide). As a reaction SMILES: [N:1]12[CH2:10][CH:5]3[CH2:6][CH:7]([CH2:9][CH:3]([C@@H:4]3[NH2:11])[CH2:2]1)[CH2:8]2.[OH:12][C:13]1[C:22]2[C:17](=[CH:18][CH:19]=[CH:20][CH:21]=2)[CH:16]=[CH:15][C:14]=1[C:23](O)=[O:24].N>>[N:1]12[CH2:10][CH:5]3[CH2:6][CH:7]([CH2:9][CH:3]([C@@H:4]3[NH:11][C:23]([C:14]3[CH:15]=[CH:16][C:17]4[C:22](=[CH:21][CH:20]=[CH:19][CH:18]=4)[C:13]=3[OH:12])=[O:24])[CH2:2]1)[CH2:8]2. Procedure details: Prepared from (4s)-1-azatricyclo[3.3.1.13,7]dec-4-ylamine and 1-hydroxy-2-naphthoic acid (Aldrich) according to method B; 1H NMR (500 MHz, methanol-d4) δ 1.95-2.04 (m, 2H), 2.15-2.27 (m, 1H), 2.33-2.46 (m, 3H), 2.56-2.64 (m, 1H), 3.48-3.90 (m, 6H), 4.42-4.53 (m, 1H), 7.05-7.28 (m, 1H), 7.37-7.57 (m, 2H), 7.67-7.78 (m, 1H), 7.81-7.90 (m, 1H), 8.34-8.44 (m, 1H); MS (APCI/NH3) m/z 323 (M+H)+. Starting materials: Cl (HCl), ClC1=C(C(=O)OC)C=CC(=C1)S(=O)(=O)NC=1SC(=CN1)Cl (methyl 2-chloro-4-{[(5-chloro-1,3-thiazol-2-yl)amino]sulfonyl}benzoate), [OH-].[Na+] (sodium hydroxide). Solvent: O (water), O1CCOCC1 (dioxane), O (water). Conditions: time 1 hour. The product is ClC1=C(C(=O)O)C=CC(=C1)S(=O)(=O)NC=1SC(=CN1)Cl (2-Chloro-4-{[(5-chloro-1,3-thiazol-2-yl)amino]sulfonyl}benzoic acid). Isolated yield 61818.2%. Reaction SMILES: [Cl:1][C:2]1[CH:11]=[C:10]([S:12]([NH:15][C:16]2[S:17][C:18]([Cl:21])=[CH:19][N:20]=2)(=[O:14])=[O:13])[CH:9]=[CH:8][C:3]=1[C:4]([O:6]C)=[O:5].[OH-].[Na+].Cl>O1CCOCC1.O>[Cl:1][C:2]1[CH:11]=[C:10]([S:12]([NH:15][C:16]2[S:17][C:18]([Cl:21])=[CH:19][N:20]=2)(=[O:13])=[O:14])[CH:9]=[CH:8][C:3]=1[C:4]([OH:6])=[O:5] |f:1.2|. Procedure details: To a solution of methyl 2-chloro-4-{[(5-chloro-1,3-thiazol-2-yl)amino]sulfonyl}benzoate (Preparation 36, 410 mg, 1.1 mmol) in dioxane (4 ml) was added a solution of sodium hydroxide (93 mg, 2.32 mmol) in water (1.5 ml) and the reaction mixture stirred at room temperature for 1 hour. The reaction mixture was diluted with water (10 ml), added to concentrated HCl (10 ml) and stirred for 10 minutes at room temperature for 15 minutes. The resultant precipitate was collected by filtration to yield the... The reactants are CC1=C(C=C(OC2=CC=C(C=N2)N)C=C1)OC(F)(F)F (6-[4-methyl-3-(trifluoromethoxy)phenoxy]pyridin-3-amine), CC1=C(C=C(OC2=CC=C(C=N2)N)C=C1)OC(F)(F)F (6-[4-methyl-3-(trifluoromethoxy)phenoxy]pyridin-3-amine), TEA, C(C)(=O)Cl (acetyl chloride). Solvent: C(Cl)Cl (DCM), C(Cl)Cl (DCM). Run at time 30 minute. Product: CC1=C(C=C(OC2=CC=C(C=N2)NC(C)=O)C=C1)OC(F)(F)F (N-{6-[4-methyl-3-(trifluoromethoxy)phenoxy]pyridin-3-yl}acetamide). RXN SMILES: [CH3:1][C:2]1[CH:15]=[CH:14][C:5]([O:6][C:7]2[N:12]=[CH:11][C:10]([NH2:13])=[CH:9][CH:8]=2)=[CH:4][C:3]=1[O:16][C:17]([F:20])([F:19])[F:18].[C:21](Cl)(=[O:23])[CH3:22]>C(Cl)Cl>[CH3:1][C:2]1[CH:15]=[CH:14][C:5]([O:6][C:7]2[N:12]=[CH:11][C:10]([NH:13][C:21](=[O:23])[CH3:22])=[CH:9][CH:8]=2)=[CH:4][C:3]=1[O:16][C:17]([F:18])([F:20])[F:19]. Reported procedure: To a solution of 6-[4-methyl-3-(trifluoromethoxy)phenoxy]pyridin-3-amine (Intermediate 31, 475 mg, 1.67 mmol) and TEA (0.28 mL) in 5 mL of dry DCM under nitrogen at 0° C., acetyl chloride (0.13 mL) dissolved in 2 mL of dry DCM was added drop wise. The ice bath was then removed and the resulting solution was allowed to stir at room temperature for 30 minutes until complete conversion. Water was added and phases were separated. The organic phase was then washed with an aqueous 15% solution of NaHC...